Dataset: the Open Reaction Database (ORD), a public repository of structured organic reaction records. Task: describe an organic reaction: reactants, conditions, products, and yield Reported procedure: Following the procedure for 3-(6-(4-(1-aminocyclobutyl)phenyl)-2-oxo-7-phenyl-2,3-dihydro-1H-pyrido[2,3-b][1,4]oxazin-1-yl)propanenitrile, tert-butyl(1-(4-(1-(4-cyanobutyl)-2-oxo-7-phenyl-2,3-dihydro-1H-pyrido[2,3-b][1,4]oxazin-6-yl)phenyl)cyclobutyl)carbamate (25 mg, 0.045 mmol) was reacted to afford the title compound (14.5 mg). 1H NMR (500 MHz, CH3OD) 7.60 (1H, s), 7.42 (2H, d), 7.39 (2H, d), 7.31 (3H, m), 7.25 (2H, m), 4.97 (2H, s), 4.11 (2H, t), 2.73-2.79 (2H, m), 2.54-2.61 (4H, m), 2.22-2.... The product is NC1(CCC1)C1=CC=C(C=C1)C=1C(=CC2=C(OCC(N2CCCCC#N)=O)N1)C1=CC=CC=C1 (5-(6-(4-(1-aminocyclobutyl)phenyl)-2-oxo-7-phenyl-2,3-dihydro-1H-pyrido[2,3-b][1,4]oxazin-1-yl)pentanenitrile). Starting materials: NC1(CCC1)C1=CC=C(C=C1)C=1C(=CC2=C(OCC(N2CCC#N)=O)N1)C1=CC=CC=C1 (3-(6-(4-(1-aminocyclobutyl)phenyl)-2-oxo-7-phenyl-2,3-dihydro-1H-pyrido[2,3-b][1,4]oxazin-1-yl)propanenitrile), C(C)(C)(C)OC(NC1(CCC1)C1=CC=C(C=C1)C=1C(=CC2=C(OCC(N2CCCCC#N)=O)N1)C1=CC=CC=C1)=O (tert-butyl(1-(4-(1-(4-cyanobutyl)-2-oxo-7-phenyl-2,3-dihydro-1H-pyrido[2,3-b][1,4]oxazin-6-yl)phenyl)cyclobutyl)carbamate). The yield is 71.2%. Reaction SMILES: NC1(C2C=CC(C3C(C4C=CC=CC=4)=CC4N(CCC#N)C(=O)COC=4N=3)=CC=2)CCC1.C(OC(=O)[NH:39][C:40]1([C:44]2[CH:49]=[CH:48][C:47]([C:50]3[C:51]([C:67]4[CH:72]=[CH:71][CH:70]=[CH:69][CH:68]=4)=[CH:52][C:53]4[N:58]([CH2:59][CH2:60][CH2:61][CH2:62][C:63]#[N:64])[C:57](=[O:65])[CH2:56][O:55][C:54]=4[N:66]=3)=[CH:46][CH:45]=2)[CH2:43][CH2:42][CH2:41]1)(C)(C)C>>[NH2:39][C:40]1([C:44]2[CH:45]=[CH:46][C:47]([C:50]3[C:51]([C:67]4[CH:68]=[CH:69][CH:70]=[CH:71][CH:72]=4)=[CH:52][C:53]4[N:58]([CH2:59][CH2:60][CH2:61][CH2:62][C:63]#[N:64])[C:57](=[O:65])[CH2:56][O:55][C:54]=4[N:66]=3)=[CH:48][CH:49]=2)[CH2:43][CH2:42][CH2:41]1.